Dataset: the Open Reaction Database (ORD), a public repository of structured organic reaction records. Task: describe an organic reaction: reactants, conditions, products, and yield The reactants are C1CCOC1, CCN(C(C)C)C(C)C, Clc1ncc(Cl)c(Cl)n1, CNC(=O)c1ccccc1N. The product is CNC(=O)c1ccccc1Nc1nc(Cl)ncc1Cl. Reaction SMILES: [CH2:30]1[O:31][CH2:32][CH2:33][CH2:34]1.[CH:21]([N:22]([CH2:23][CH3:24])[CH:25]([CH3:26])[CH3:27])([CH3:28])[CH3:29].[Cl:1][c:2]1[n:3][cH:4][c:5]([Cl:9])[c:6]([Cl:8])[n:7]1.[NH2:10][c:11]1[c:12]([C:13](=[O:14])[NH:15][CH3:16])[cH:17][cH:18][cH:19][cH:20]1>>[Cl:1][c:2]1[n:3][cH:4][c:5]([Cl:9])[c:6]([NH:10][c:11]2[c:12]([C:13](=[O:14])[NH:15][CH3:16])[cH:17][cH:18][cH:19][cH:20]2)[n:7]1. Reactants: ClC=1C(N(N=CC1Cl)CC)=O (4,5-dichloro-2-ethyl-3(2H)pyridazinone), O (water), COC1=CC=C(C=C1)CCN (4-methoxyphenylethylamine), C([O-])([O-])=O.[K+].[K+] (potassium carbonate). Run in O1CCOCC1 (1,4-dioxane). Reaction conditions: time 8 hour. The product is ClC=1C(N(N=CC1NCCC1=CC=C(C=C1)OC)CC)=O (4-Chloro-5-[2-(4-methoxyphenyl)ethylamino]-2-ethyl-3(2H)pyridazinone). Reaction SMILES: [Cl:1][C:2]1[C:3](=[O:11])[N:4]([CH2:9][CH3:10])[N:5]=[CH:6][C:7]=1Cl.[CH3:12][O:13][C:14]1[CH:19]=[CH:18][C:17]([CH2:20][CH2:21][NH2:22])=[CH:16][CH:15]=1.C(=O)([O-])[O-].[K+].[K+].O>O1CCOCC1>[Cl:1][C:2]1[C:3](=[O:11])[N:4]([CH2:9][CH3:10])[N:5]=[CH:6][C:7]=1[NH:22][CH2:21][CH2:20][C:17]1[CH:18]=[CH:19][C:14]([O:13][CH3:12])=[CH:15][CH:16]=1 |f:2.3.4|. Procedure details: A mixture comprising 0.5 g of 4,5-dichloro-2-ethyl-3(2H)pyridazinone, 1.18 g of 4-methoxyphenylethylamine, 0.36 g of potassium carbonate, 18 ml of water and 6 ml of 1,4-dioxane, was refluxed under stirring for 8 hours. Then, 1,4-dioxane was distilled off under reduced pressure, and the residue thereby obtained was extracted with ethyl acetate. The extract was washed sequentially with dilute hydrochloric acid and water, and dried over sodium sulfate. Then, solvent was distilled off. The residue w...